The task is: describe an organic reaction: reactants, conditions, products, and yield. This data is from the Open Reaction Database (ORD), a public repository of structured organic reaction records. The reactants are N[C@@H](CC1=CC=CC=C1)C(=O)O (PheOH), CN1CCOCC1 (4-methylmorpholine), ClC(=O)OCC(C)C (isobutyl chloroformate), C1CCOC1 (THF), Cl.N[C@H](CS(=O)(=O)C1=CC=CC=C1)CCC1=CC=CC=C1 ((S)-2-amino-4-phenyl-1-phenylsulfonylbutane hydrochloride), CN1CCOCC1 (4-methylmorpholine), Cl (HCl). Run at time 45 minute. Product: N1(CCOCC1)C(=O)C1=CC=C(C=C1)N[C@@H](C)C(=O)N[C@H](CS(=O)(=O)C1=CC=CC=C1)CCC1=CC=CC=C1 ((S)-2-(4-morpholinecarbonylphenyl-alanyl)amino-4-phenyl-1-phenylsulfonylbutane). As a reaction SMILES: [NH2:1][C@H:2]([C:10]([OH:12])=O)[CH2:3]C1C=CC=CC=1.C[N:14]1[CH2:19][CH2:18][O:17][CH2:16][CH2:15]1.ClC([O:23][CH2:24][CH:25]([CH3:27])[CH3:26])=O.Cl.[NH2:29][C@@H:30]([CH2:41][CH2:42][C:43]1[CH:48]=[CH:47][CH:46]=[CH:45][CH:44]=1)[CH2:31][S:32]([C:35]1[CH:40]=[CH:39][CH:38]=[CH:37][CH:36]=1)(=[O:34])=[O:33].Cl.[CH2:50]1[CH2:54]OC[CH2:51]1>>[N:14]1([C:24]([C:25]2[CH:26]=[CH:54][C:50]([NH:1][C@H:2]([C:10]([NH:29][C@@H:30]([CH2:41][CH2:42][C:43]3[CH:48]=[CH:47][CH:46]=[CH:45][CH:44]=3)[CH2:31][S:32]([C:35]3[CH:40]=[CH:39][CH:38]=[CH:37][CH:36]=3)(=[O:34])=[O:33])=[O:12])[CH3:3])=[CH:51][CH:27]=2)=[O:23])[CH2:15][CH2:16][O:17][CH2:18][CH2:19]1 |f:3.4|. Reported procedure: To a solution of Mu-PheOH (0.342 g, 1.23 mmol) in THF (10 mL) at -10° C. were added 4-methylmorpholine (0.135 mL, 1.23 mmol) and isobutyl chloroformate (0.159 mL, 1.23 mmol). The mixture was stirred for 10 minutes, whereupon (S)-2-amino-4-phenyl-1-phenylsulfonylbutane hydrochloride (0.40 g, 1.23 mmol) was added, followed by 4-methylmorpholine (0.135 mL, 1.23 mmol). The mixture was stirred for 45 minutes. 1M HCl (15 mL) was added. The product was extracted with ethyl acetate (30 mL), washed with ... The reactants are ClC=1C=C(C=CC1)C1=C(C(=CC=C1OC)CC=1C=CC(=NC1)N1[C@@H](CC1)C(=O)O)F ((S)-1-[5-(3′-chloro-2-fluoro-6methoxy-biphenyl-3-ylmethyl)-pyridin-2-yl]-azetidine-2-carboxylic acid), C(C)(C)N(C(C)C)CC (N,N-diisopropylethylamine), C(C(C)C)OC(=O)Cl (isobutylchloroformate), N (Ammonia), CO (methanol). Solvent: O (water), C1CCOC1 (THF). Reaction conditions: temperature 2.5 celsius, time 5 minute. Yields the product ClC=1C=C(C=CC1)C1=C(C(=CC=C1OC)CC=1C=CC(=NC1)N1[C@@H](CC1)C(=O)N)F ((S)-1-[5-(3′-chloro-2-fluoro-6methoxy-biphenyl-3-ylmethyl)-pyridin-2-yl]-azetidine-2-carboxylic acid amide). RXN SMILES: [Cl:1][C:2]1[CH:3]=[C:4]([C:8]2[C:13]([O:14][CH3:15])=[CH:12][CH:11]=[C:10]([CH2:16][C:17]3[CH:18]=[CH:19][C:20]([N:23]4[CH2:26][CH2:25][C@H:24]4[C:27](O)=[O:28])=[N:21][CH:22]=3)[C:9]=2[F:30])[CH:5]=[CH:6][CH:7]=1.C([N:34](CC)C(C)C)(C)C.C(OC(Cl)=O)C(C)C.N.CO>C1COCC1.O>[Cl:1][C:2]1[CH:3]=[C:4]([C:8]2[C:13]([O:14][CH3:15])=[CH:12][CH:11]=[C:10]([CH2:16][C:17]3[CH:18]=[CH:19][C:20]([N:23]4[CH2:26][CH2:25][C@H:24]4[C:27]([NH2:34])=[O:28])=[N:21][CH:22]=3)[C:9]=2[F:30])[CH:5]=[CH:6][CH:7]=1. Procedure: To a cooled (0-5° C.) and stirred solution of (S)-1-[5-(3′-chloro-2-fluoro-6methoxy-biphenyl-3-ylmethyl)-pyridin-2-yl]-azetidine-2-carboxylic acid (I-143, 0.22 g, 0.54 mmol) in THF (2.5 mL) was added N,N-diisopropylethylamine (0.07 g, 0.57 mmol). The reaction mixture was stirred for 5 min, isobutylchloroformate (0.08 g, 0.57 mmol) was added, stirred at 0-5° C. for 45 min. Ammonia in methanol (7M sol, 1.0 mL, 7.0 mmol) was added, the reaction warmed to room temperature, and stirred for 0.5 h. The...